From a dataset of the Open Reaction Database (ORD), a public repository of structured organic reaction records. describe an organic reaction: reactants, conditions, products, and yield The reactants are CCOc1cc(C(C)(C)C)ncc1C1=NC(C)(c2ccc(Cl)cc2)C(C)(c2ccc(Cl)cc2)N1C(=O)Cl, CC(=O)N1CCNCC1. Yields the product CCOc1cc(C(C)(C)C)ncc1C1=NC(C)(c2ccc(Cl)cc2)C(C)(c2ccc(Cl)cc2)N1C(=O)N1CCN(C(C)=O)CC1. RXN SMILES: [C:1]([CH3:2])([CH3:3])([CH3:4])[c:5]1[cH:6][c:7]([O:35][CH2:36][CH3:37])[c:8]([C:11]2=[N:15][C:14]([CH3:16])([c:17]3[cH:18][cH:19][c:20]([Cl:23])[cH:21][cH:22]3)[C:13]([CH3:24])([c:25]3[cH:26][cH:27][c:28]([Cl:31])[cH:29][cH:30]3)[N:12]2[C:32](=[O:33])[Cl:34])[cH:9][n:10]1.[C:38]([CH3:39])(=[O:40])[N:41]1[CH2:42][CH2:43][NH:44][CH2:45][CH2:46]1>>[C:1]([CH3:2])([CH3:3])([CH3:4])[c:5]1[cH:6][c:7]([O:35][CH2:36][CH3:37])[c:8]([C:11]2=[N:15][C:14]([CH3:16])([c:17]3[cH:18][cH:19][c:20]([Cl:23])[cH:21][cH:22]3)[C:13]([CH3:24])([c:25]3[cH:26][cH:27][c:28]([Cl:31])[cH:29][cH:30]3)[N:12]2[C:32](=[O:33])[N:44]2[CH2:43][CH2:42][N:41]([C:38]([CH3:39])=[O:40])[CH2:46][CH2:45]2)[cH:9][n:10]1. Reactants: Cl (hydrochloric acid), NC1=C(NC2=NN(C=C2C#N)C)C=CC(=C1)[N+](=O)[O-] (3-(2-Amino-4-nitroanilino)-1-methylpyrazole-4-carbonitrile). Solvent: C(C)(C)O (isopropanol). Product: Cl.NC=1C=2C(NC3=C(N1)C=C(C=C3)[N+](=O)[O-])=NN(C2)C (4-Amino-2,10-dihydro-2-methyl-7-nitropyrazolo[3,4-b][1,5]benzodiazepine hydrochloride). Reaction SMILES: [NH2:1][C:2]1[CH:16]=[C:15]([N+:17]([O-:19])=[O:18])[CH:14]=[CH:13][C:3]=1[NH:4][C:5]1[C:9]([C:10]#[N:11])=[CH:8][N:7]([CH3:12])[N:6]=1.[ClH:20]>C(O)(C)C>[ClH:20].[NH2:11][C:10]1[C:9]2[C:5](=[N:6][N:7]([CH3:12])[CH:8]=2)[NH:4][C:3]2[CH:13]=[CH:14][C:15]([N+:17]([O-:19])=[O:18])=[CH:16][C:2]=2[N:1]=1 |f:3.4|. Procedure details: 3-(2-Amino-4-nitroanilino)-1-methylpyrazole-4-carbonitrile (250 mg) was heated under reflux in a mixture of isopropanol (10 ml) and concentrated hydrochloric acid (1 ml) for 20 hours. The solution was evaporated under reduced pressure and the residue crystallised from methylated spirits to give the title compound m.p. >260°. Reactants: CCOC(C)=O, CC(C)Nc1nc(Cl)nc2c1CCC2c1ccccc1, COc1cc(N)ccc1-n1cnc(Cl)c1, CN(C)C=O, O=S(=O)(O)O. Yields the product COc1cc(Nc2nc(NC(C)C)c3c(n2)C(c2ccccc2)CC3)ccc1-n1cnc(Cl)c1. As a reaction SMILES: [CH3:41][CH2:42][O:43][C:44]([CH3:45])=[O:46].[Cl:1][c:2]1[n:3][c:4]([NH:17][CH:18]([CH3:19])[CH3:20])[c:5]2[c:6]([n:7]1)[CH:8]([c:11]1[cH:12][cH:13][cH:14][cH:15][cH:16]1)[CH2:9][CH2:10]2.[Cl:21][c:22]1[n:23][cH:24][n:25](-[c:27]2[c:28]([O:34][CH3:35])[cH:29][c:30]([NH2:31])[cH:32][cH:33]2)[cH:26]1.[O:47]=[CH:48][N:49]([CH3:50])[CH3:51].[S:36](=[O:37])(=[O:38])([OH:39])[OH:40]>>[c:2]1([NH:31][c:30]2[cH:29][c:28]([O:34][CH3:35])[c:27](-[n:25]3[cH:24][n:23][c:22]([Cl:21])[cH:26]3)[cH:33][cH:32]2)[n:3][c:4]([NH:17][CH:18]([CH3:19])[CH3:20])[c:5]2[c:6]([n:7]1)[CH:8]([c:11]1[cH:12][cH:13][cH:14][cH:15][cH:16]1)[CH2:9][CH2:10]2. Starting materials: BrCCC=C (4-bromobut-1-ene), C1(=CC=CC=C1)N1CCNCC1 (1-phenylpiperazine). Solvent: C(C)OCC (diethyl ether). Yields the product C(CC=C)N1CCN(CC1)C1=CC=CC=C1 (1-But-3-enyl-4-phenylpiperazine). The yield is 74.8%. As a reaction SMILES: Br[CH2:2][CH2:3][CH:4]=[CH2:5].[C:6]1([N:12]2[CH2:17][CH2:16][NH:15][CH2:14][CH2:13]2)[CH:11]=[CH:10][CH:9]=[CH:8][CH:7]=1>C(OCC)C>[CH2:2]([N:15]1[CH2:16][CH2:17][N:12]([C:6]2[CH:11]=[CH:10][CH:9]=[CH:8][CH:7]=2)[CH2:13][CH2:14]1)[CH2:3][CH:4]=[CH2:5]. Reported procedure: A mixture of 4-bromobut-1-ene (8.68 g) and 1-phenylpiperazine (35.7 g) is heated to reflux in diethyl ether (100 mL) for 2 hours. The mixture is filtered and the filtrate is extracted with 2N hydrochloric acid (150 mL). The extracts are washed with diethyl ether (150 mL) and basified with 25% sodium hydroxide. The aqueous layer is extracted with diethyl ether (3×100 mL), the extracts dried over MgSO4, filtered and evaporated to leave a brown oil. This oil is purified by MPLC on silica gel elutin... Run at time 2 hour. RXN SMILES: [CH2:1]([C@:17]12[CH2:25][CH2:24][C:23]3[C:26]4[CH:27]=[CH:28][C:29]([O:34][CH3:35])=[CH:30][C:31]=4[CH2:32][CH2:33][C:22]=3[C@@H:21]1[CH2:20][CH2:19][C:18]2=[O:36])[CH2:2][CH2:3][CH2:4][CH2:5][CH2:6][CH2:7][CH2:8][CH2:9][CH2:10][CH2:11][CH2:12][CH2:13][CH2:14][CH2:15][CH3:16].[BH4-].[Na+].C(O)(=O)C>C(O)C>[CH2:1]([C@:17]12[CH2:25][CH2:24][C:23]3[C:26]4[CH:27]=[CH:28][C:29]([O:34][CH3:35])=[CH:30][C:31]=4[CH2:32][CH2:33][C:22]=3[C@@H:21]1[CH2:20][CH2:19][C@@H:18]2[OH:36])[CH2:2][CH2:3][CH2:4][CH2:5][CH2:6][CH2:7][CH2:8][CH2:9][CH2:10][CH2:11][CH2:12][CH2:13][CH2:14][CH2:15][CH3:16] |f:1.2|. Solvent: C(C)O (ethanol). Product: C(CCCCCCCCCCCCCCC)[C@]12[C@H](CC[C@H]2C2=C(CC1)C=1C=CC(=CC1CC2)OC)O (13β-Cetyl-3-methoxygona-1,3,5(10),8-tetraen-17β-ol). Reactants: C(CCCCCCCCCCCCCCC)[C@]12C(CC[C@H]2C2=C(CC1)C=1C=CC(=CC1CC2)OC)=O (13β-cetyl-3-methoxygona-1,3,5(10),8-tetraen-17-one), [BH4-].[Na+] (sodium borohydride), C(C)(=O)O (acetic acid). Procedure: Stir a solution of 13β-cetyl-3-methoxygona-1,3,5(10),8-tetraen-17-one (0.60 g.) and sodium borohydride (0.20 g.) in ethanol (110 cc.) for 2 hours and leave overnight. Reflux with stirring for 2 hours, cool, and add an excess of 50% aqueous acetic acid. Evaporate the mixture to dryness under reduced pressure and partition the residue between ether and water. Work up in the usual manner to get an ether solution of the title product as a gum; infrared absorption peak at 3.37 μ (hydroxyl) with no ba... Starting materials: O=C(n1ccnc1)n1ccnc1, CC(C)(C)OC(=O)N1CCOCC1C(=O)O, Cn1c(-c2cccc(N3CCNCC3)c2)nc2ccccc21, CC#N, CCN(C(C)C)C(C)C, Cl, Cl. Product: Cn1c(-c2cccc(N3CCN(C(=O)C4COCCN4C(=O)OC(C)(C)C)CC3)c2)nc2ccccc21. As a reaction SMILES: [C:17]([n:18]1[cH:19][cH:20][n:21][cH:22]1)([n:23]1[cH:24][cH:25][n:26][cH:27]1)=[O:28].[C:1]([CH3:2])([CH3:3])([CH3:4])[O:5][C:6](=[O:7])[N:8]1[CH:9]([C:14](=[O:15])[OH:16])[CH2:10][O:11][CH2:12][CH2:13]1.[CH3:31][n:32]1[c:33](-[c:41]2[cH:42][c:43]([N:47]3[CH2:48][CH2:49][NH:50][CH2:51][CH2:52]3)[cH:44][cH:45][cH:46]2)[n:34][c:35]2[c:36]1[cH:37][cH:38][cH:39][cH:40]2.[CH3:62][C:63]#[N:64].[CH:53]([N:54]([CH2:55][CH3:56])[CH:57]([CH3:58])[CH3:59])([CH3:60])[CH3:61].[ClH:29].[ClH:30]>>[C:1]([CH3:2])([CH3:3])([CH3:4])[O:5][C:6](=[O:7])[N:8]1[CH:9]([C:14](=[O:16])[N:50]2[CH2:49][CH2:48][N:47]([c:43]3[cH:42][c:41](-[c:33]4[n:32]([CH3:31])[c:36]5[c:35]([n:34]4)[cH:40][cH:39][cH:38][cH:37]5)[cH:46][cH:45][cH:44]3)[CH2:52][CH2:51]2)[CH2:10][O:11][CH2:12][CH2:13]1. Reactants: ClC=1C=C(C=CC1OC(C)C)C(=O)N[C@H](CCC(=O)O)CC1=CC=C(C=C1)C=1N=C(N(C1)C)C(=O)N(OC)C ((4R)-4-[({3-chloro-4-[(1-methylethyl)oxy]phenyl}carbonyl)amino]-5-[4-(1-methyl-2-{[methyl(methyloxy)amino]carbonyl}-1H-imidazol-4-yl)phenyl]pentanoic acid), C[Mg]Br (methylmagnesium bromide). Solvent: C1CCOC1 (THF). Run at temperature 0 celsius, time 30 minute. Yields the product C(C)(=O)C=1N(C=C(N1)C1=CC=C(C=C1)C[C@@H](CCC(=O)O)NC(=O)C1=CC(=C(C=C1)OC(C)C)Cl)C ((4R)-5-[4-(2-acetyl-1-methyl-1H-imidazol-4-yl)phenyl]-4-[({3-chloro-4-[(1-methylethyl)oxy]phenyl}carbonyl)amino]pentanoic acid). RXN SMILES: [Cl:1][C:2]1[CH:3]=[C:4]([C:12]([NH:14][C@@H:15]([CH2:21][C:22]2[CH:27]=[CH:26][C:25]([C:28]3[N:29]=[C:30]([C:34](N(C)OC)=[O:35])[N:31]([CH3:33])[CH:32]=3)=[CH:24][CH:23]=2)[CH2:16][CH2:17][C:18]([OH:20])=[O:19])=[O:13])[CH:5]=[CH:6][C:7]=1[O:8][CH:9]([CH3:11])[CH3:10].[CH3:40][Mg]Br>C1COCC1>[C:34]([C:30]1[N:31]([CH3:33])[CH:32]=[C:28]([C:25]2[CH:24]=[CH:23][C:22]([CH2:21][C@H:15]([NH:14][C:12]([C:4]3[CH:5]=[CH:6][C:7]([O:8][CH:9]([CH3:11])[CH3:10])=[C:2]([Cl:1])[CH:3]=3)=[O:13])[CH2:16][CH2:17][C:18]([OH:20])=[O:19])=[CH:27][CH:26]=2)[N:29]=1)(=[O:35])[CH3:40]. Procedure: To a solution of crude (4R)-4-[({3-chloro-4-[(1-methylethyl)oxy]phenyl}carbonyl)amino]-5-[4-(1-methyl-2-{[methyl(methyloxy)amino]carbonyl}-1H-imidazol-4-yl)phenyl]pentanoic acid (3.18 mmol) in anhydrous THF (16 mL) under nitrogen at 0° C. was added methylmagnesium bromide (10.6 mL, 10 equiv, 3.0 M in ether) dropwise by syringe. The reaction was stirred for 30 minutes at 0° C. and then carefully quenched with sat. aq. NH4Cl solution (10 mL), followed by 1 N HCl solution (60 mL) such that the pH o... Starting materials: O=C(Cl)c1ccccc1, COc1cc(C(=O)C=Cc2c[nH]c3ccccc23)cc(OC)c1OC. Yields the product COc1cc(C(=O)C=Cc2cn(C(=O)c3ccccc3)c3ccccc23)cc(OC)c1OC. As a reaction SMILES: [C:26]([c:27]1[cH:28][cH:29][cH:30][cH:31][cH:32]1)(=[O:33])[Cl:34].[nH:1]1[cH:2][c:3]([CH:10]=[CH:11][C:12](=[O:13])[c:14]2[cH:15][c:16]([O:24][CH3:25])[c:17]([O:22][CH3:23])[c:18]([O:20][CH3:21])[cH:19]2)[c:4]2[cH:5][cH:6][cH:7][cH:8][c:9]12>>[n:1]1([C:26]([c:27]2[cH:28][cH:29][cH:30][cH:31][cH:32]2)=[O:33])[cH:2][c:3]([CH:10]=[CH:11][C:12](=[O:13])[c:14]2[cH:15][c:16]([O:24][CH3:25])[c:17]([O:22][CH3:23])[c:18]([O:20][CH3:21])[cH:19]2)[c:4]2[cH:5][cH:6][cH:7][cH:8][c:9]12. The reactants are Cn1nc(-c2cccc(-n3ncc4cc(C(C)(C)C)cc(F)c4c3=O)c2CO)cc(Nc2ccn(CC3COC(C)(C)O3)n2)c1=O, [Cl-], Cl, [NH4+], C1CCOC1. Product: Cn1nc(-c2cccc(-n3ncc4cc(C(C)(C)C)cc(F)c4c3=O)c2CO)cc(Nc2ccn(CC(O)CO)n2)c1=O. RXN SMILES: [C:1]([CH3:2])([CH3:3])([CH3:4])[c:5]1[cH:6][c:7]2[cH:8][n:9][n:10](-[c:17]3[c:18]([CH2:45][OH:46])[c:19](-[c:23]4[n:24][n:25]([CH3:44])[c:26](=[O:43])[c:27]([NH:29][c:30]5[n:31][n:32]([CH2:35][CH:36]6[O:37][C:38]([CH3:41])([CH3:42])[O:39][CH2:40]6)[cH:33][cH:34]5)[cH:28]4)[cH:20][cH:21][cH:22]3)[c:11](=[O:16])[c:12]2[c:13]([F:15])[cH:14]1.[Cl-:48].[ClH:47].[NH4+:49].[O:50]1[CH2:51][CH2:52][CH2:53][CH2:54]1>>[C:1]([CH3:2])([CH3:3])([CH3:4])[c:5]1[cH:6][c:7]2[cH:8][n:9][n:10](-[c:17]3[c:18]([CH2:45][OH:46])[c:19](-[c:23]4[n:24][n:25]([CH3:44])[c:26](=[O:43])[c:27]([NH:29][c:30]5[n:31][n:32]([CH2:35][CH:36]([OH:37])[CH2:40][OH:39])[cH:33][cH:34]5)[cH:28]4)[cH:20][cH:21][cH:22]3)[c:11](=[O:16])[c:12]2[c:13]([F:15])[cH:14]1.